This data is from the Open Reaction Database (ORD), a public repository of structured organic reaction records. The task is: describe an organic reaction: reactants, conditions, products, and yield Starting materials: CC1=C(C(=CC(=C1)C)C)O (2,4,6-trimethylphenol), [H-].[Na+] (NaH), ClC1=[N+](C(=CC(=C1C)Cl)CC)[O-] (2,4-dichloro-6-ethyl-3-methyl-pyridine 1-oxide). Solvent: C1CCOC1 (THF). Reaction conditions: time 20 minute. Product: ClC1=C(C(=[N+](C(=C1)CC)[O-])OC1=C(C=C(C=C1C)C)C)C (4-Chloro-6-ethyl-3-methyl-2-(2,4,6-trimethyl-phenoxy)-pyridine 1-oxide). Reaction SMILES: [CH3:1][C:2]1[CH:7]=[C:6]([CH3:8])[CH:5]=[C:4]([CH3:9])[C:3]=1[OH:10].[H-].[Na+].Cl[C:14]1[C:19]([CH3:20])=[C:18]([Cl:21])[CH:17]=[C:16]([CH2:22][CH3:23])[N+:15]=1[O-:24]>C1COCC1>[Cl:21][C:18]1[CH:17]=[C:16]([CH2:22][CH3:23])[N+:15]([O-:24])=[C:14]([O:10][C:3]2[C:4]([CH3:9])=[CH:5][C:6]([CH3:8])=[CH:7][C:2]=2[CH3:1])[C:19]=1[CH3:20] |f:1.2|. Procedure details: To a solution of 2,4,6-trimethylphenol in dry THF was added NaH and stirred at room temperature for 20 minutes. A solution of 2,4-dichloro-6-ethyl-3-methyl-pyridine 1-oxide was added and the resulting mixture was heated at reflux for 1.5 hour. The mixture was cooled to room temperature, quenched with water, extracted with ethyl acetate. The organic layer was separated, dried and concentrated to give the title compound which was used directly for the next step reaction. Reactants: [BH4-], CO, CC(=O)c1cccc(Oc2ccc(Nc3ncnc4ccn(CCOCCO)c34)cc2Cl)c1, [Na+], O. Product: CC(O)c1cccc(Oc2ccc(Nc3ncnc4ccn(CCOCCO)c34)cc2Cl)c1. As a reaction SMILES: [BH4-:34].[CH3:37][OH:38].[Cl:1][c:2]1[c:3]([O:4][c:5]2[cH:6][c:7]([C:11]([CH3:12])=[O:13])[cH:8][cH:9][cH:10]2)[cH:14][cH:15][c:16]([NH:18][c:19]2[c:20]3[c:21]([n:22][cH:23][n:24]2)[cH:25][cH:26][n:27]3[CH2:28][CH2:29][O:30][CH2:31][CH2:32][OH:33])[cH:17]1.[Na+:35].[OH2:36]>>[Cl:1][c:2]1[c:3]([O:4][c:5]2[cH:6][c:7]([CH:11]([CH3:12])[OH:13])[cH:8][cH:9][cH:10]2)[cH:14][cH:15][c:16]([NH:18][c:19]2[c:20]3[c:21]([n:22][cH:23][n:24]2)[cH:25][cH:26][n:27]3[CH2:28][CH2:29][O:30][CH2:31][CH2:32][OH:33])[cH:17]1. Starting materials: compound, C([O-])([O-])=O.[K+].[K+] (potassium carbonate), C(C1=CC=CC=C1)(=O)NC(=S)N1CCN(CC1)C1=C(C=C(C=C1)C=1C(CC(NN1)=O)C)[N+](=O)[O-] (6-[4-[4-(Benzoylamino-thiocarbonyl)piperazin-1-yl]-3-nitro-phenyl]-4,5-dihydro-5-methyl-3(2H)-pyridazinone), O (water). Run in CO (methanol). Product: NC(=S)N1CCN(CC1)C1=C(C=C(C=C1)C=1C(CC(NN1)=O)C)[N+](=O)[O-] (6-[4-[4-(Amino-thiocarbonyl)-piperazin-1-yl]-3-nitrophenyl]-4,5-dihydro-5-methyl-3(2H)-pyridazinone). As a reaction SMILES: C([NH:9][C:10]([N:12]1[CH2:17][CH2:16][N:15]([C:18]2[CH:23]=[CH:22][C:21]([C:24]3[CH:25]([CH3:31])[CH2:26][C:27](=[O:30])[NH:28][N:29]=3)=[CH:20][C:19]=2[N+:32]([O-:34])=[O:33])[CH2:14][CH2:13]1)=[S:11])(=O)C1C=CC=CC=1.O.C(=O)([O-])[O-].[K+].[K+]>CO>[NH2:9][C:10]([N:12]1[CH2:17][CH2:16][N:15]([C:18]2[CH:23]=[CH:22][C:21]([C:24]3[CH:25]([CH3:31])[CH2:26][C:27](=[O:30])[NH:28][N:29]=3)=[CH:20][C:19]=2[N+:32]([O-:34])=[O:33])[CH2:14][CH2:13]1)=[S:11] |f:2.3.4|. Procedure: 66.6 g (0.139 mol) of the compound synthesized as described under (a) are boiled under reflux in 1200 ml of methanol and 150 ml of water in the presence of 21.6 g (0.156 mol) of potassium carbonate. The reactants are C(C)OC1=CN=C2C(=N1)N=CC(=C2O)C(=O)OCC (Ethyl 3-ethoxy-8-hydroxypyrido[2,3-b]pyrazine-7-carboxylate), P(=O)(Cl)(Cl)Cl (phosphorus oxychloride). Reaction conditions: temperature 50 celsius. The product is ClC1=C(C=NC2=NC(=CN=C21)OCC)C(=O)OCC (ethyl 8-chloro-3-ethoxypyrido[2,3-b]pyrazine-7-carboxylate). RXN SMILES: [CH2:1]([O:3][C:4]1[N:9]=[C:8]2[N:10]=[CH:11][C:12]([C:15]([O:17][CH2:18][CH3:19])=[O:16])=[C:13](O)[C:7]2=[N:6][CH:5]=1)[CH3:2].P(Cl)(Cl)([Cl:22])=O>>[Cl:22][C:13]1[C:7]2[C:8](=[N:9][C:4]([O:3][CH2:1][CH3:2])=[CH:5][N:6]=2)[N:10]=[CH:11][C:12]=1[C:15]([O:17][CH2:18][CH3:19])=[O:16]. Procedure: Ethyl 3-ethoxy-8-hydroxypyrido[2,3-b]pyrazine-7-carboxylate (2.5 g) was added to a stirred solution of phosphorus oxychloride (50 ml) with stirring. The mixture was heated at 50° C. for 3 hours and then worked up as described in Example B1 to give ethyl 8-chloro-3-ethoxypyrido[2,3-b]pyrazine-7-carboxylate which was used directly.